Dataset: the Open Reaction Database (ORD), a public repository of structured organic reaction records. Task: describe an organic reaction: reactants, conditions, products, and yield Reactants: CCC(C#N)(CC)c1ccc(C#CC(O)(CC2=CC(=O)OC(C)(C)O2)C2CCCC2)cc1F, CC1(C)OC(=O)C=C(CC(O)(C#Cc2ccc(C3(C#N)CC3)c(F)c2)C2CCCC2)O1. Product: CCC(C#N)(CC)c1ccc(CCC(O)(CC2=CC(=O)OC(C)(C)O2)C2CCCC2)cc1F. RXN SMILES: [CH:1]1([C:6]([C:7]#[C:8][c:9]2[cH:10][c:11]([F:22])[c:12]([C:15]([C:16]#[N:17])([CH2:18][CH3:19])[CH2:20][CH3:21])[cH:13][cH:14]2)([CH2:23][C:24]2=[CH:29][C:28](=[O:30])[O:27][C:26]([CH3:31])([CH3:32])[O:25]2)[OH:33])[CH2:2][CH2:3][CH2:4][CH2:5]1.[CH:34]1([C:35]([OH:36])([CH2:37][C:38]2=[CH:46][C:44](=[O:45])[O:43][C:40]([CH3:41])([CH3:42])[O:39]2)[C:47]#[C:48][c:49]2[cH:50][cH:51][c:52]([C:53]3([C:54]#[N:55])[CH2:56][CH2:57]3)[c:58]([F:59])[cH:60]2)[CH2:61][CH2:62][CH2:63][CH2:64]1>>[CH:1]1([C:6]([CH2:7][CH2:8][c:9]2[cH:10][c:11]([F:22])[c:12]([C:15]([C:16]#[N:17])([CH2:18][CH3:19])[CH2:20][CH3:21])[cH:13][cH:14]2)([CH2:23][C:24]2=[CH:29][C:28](=[O:30])[O:27][C:26]([CH3:31])([CH3:32])[O:25]2)[OH:33])[CH2:2][CH2:3][CH2:4][CH2:5]1. The reactants are C([O-])([O-])=O.[K+].[K+] (Potassium carbonate), O=C1NC2CC=CCC12 (8-oxo-7-azabicyclo[4,2,0]oct-3-ene), O.C(C=O)(=O)O (glyoxylic acid hydrate), 3A, BrC1=CC=C(C(CBr)=O)C=C1 (p-Bromophenacylbromide). Run in C(C)(=O)OCC (ethyl acetate), CN(C=O)C (dimethylformamide), CN(P(N(C)C)(N(C)C)=O)C (hexamethylphosphorictriamide), CN(C=O)C (dimethylformamide), CN(P(N(C)C)(N(C)C)=O)C (hexamethylphosphorictriamide). Yields the product OC(C(=O)OCC(=O)C1=CC=C(C=C1)Br)N1C2CC=CCC2C1=O (7-(1-Hydroxy-1-p-bromophenacyloxycarbonylmethyl)-8-oxo-7-azabicyclo[4,2,0]oct-3-ene). Isolated yield 148.4%. As a reaction SMILES: [O:1]=[C:2]1[CH:9]2[CH:4]([CH2:5][CH:6]=[CH:7][CH2:8]2)[NH:3]1.O.[C:11]([OH:15])(=[O:14])[CH:12]=[O:13].C(=O)([O-])[O-].[K+].[K+].[Br:22][C:23]1[CH:32]=[CH:31][C:26]([C:27](=[O:30])[CH2:28]Br)=[CH:25][CH:24]=1>CN(C)C=O.CN(C)P(=O)(N(C)C)N(C)C.C(OCC)(=O)C>[OH:13][CH:12]([N:3]1[C:2](=[O:1])[CH:9]2[CH:4]1[CH2:5][CH:6]=[CH:7][CH2:8]2)[C:11]([O:15][CH2:28][C:27]([C:26]1[CH:31]=[CH:32][C:23]([Br:22])=[CH:24][CH:25]=1)=[O:30])=[O:14] |f:1.2,3.4.5|. Procedure: The azetidinone (1) (0.4 g) in ahydrous dimethylformamide (2 ml) was stirred with glyoxylic acid hydrate (0.32 g) in the presence of hexamethylphosphorictriamide (0.1 ml) and molecular sieves (3A; 4 pieces) for 5 h. Potassium carbonate (0.226 g) was added, and the solution stirred until effervescence had ceased (5 min.). p-Bromophenacylbromide (1.00 g; 1.05 equiv.) in dimethylformamide (1.0 ml) and hexamethylphosphorictriamide (0.25 ml) was added, and the solution stirred overnight. The solution... Reactants: CS(=O)(=O)c1ccc(Br)cc1, C1CNCCN1, Cc1ccccc1, CC(C)(C)[O-], [Na+], c1ccc(P(c2ccccc2)c2ccc3ccccc3c2-c2c(P(c3ccccc3)c3ccccc3)ccc3ccccc23)cc1. Yields the product CS(=O)(=O)c1ccc(N2CCNCC2)cc1. Reaction SMILES: [Br:59][c:60]1[cH:61][cH:62][c:63]([S:66](=[O:67])(=[O:68])[CH3:69])[cH:64][cH:65]1.[CH2:1]1[CH2:2][NH:3][CH2:4][CH2:5][NH:6]1.[CH3:70][c:71]1[cH:72][cH:73][cH:74][cH:75][cH:76]1.[CH3:7][C:8]([CH3:9])([O-:10])[CH3:11].[Na+:12].[cH:13]1[cH:14][cH:15][c:16]([P:17]([c:18]2[cH:19][cH:20][c:21]3[c:22]([cH:23][cH:24][cH:25][cH:26]3)[c:27]2-[c:28]2[c:29]3[c:30]([cH:31][cH:32][cH:33][cH:34]3)[cH:35][cH:36][c:37]2[P:38]([c:39]2[cH:40][cH:41][cH:42][cH:43][cH:44]2)[c:45]2[cH:46][cH:47][cH:48][cH:49][cH:50]2)[c:51]2[cH:52][cH:53][cH:54][cH:55][cH:56]2)[cH:57][cH:58]1>>[CH2:1]1[CH2:2][N:3]([c:60]2[cH:61][cH:62][c:63]([S:66](=[O:67])(=[O:68])[CH3:69])[cH:64][cH:65]2)[CH2:4][CH2:5][NH:6]1. Starting materials: C1CCOC1, COc1ccc(CBr)cc1OC, CC(C)[Si](OCC(O)CNC(=O)OC(C)(C)C)(C(C)C)C(C)C, [H-], [Na+]. Yields the product COc1ccc(COC(CNC(=O)OC(C)(C)C)CO[Si](C(C)C)(C(C)C)C(C)C)cc1OC. RXN SMILES: [CH2:38]1[O:39][CH2:40][CH2:41][CH2:42]1.[CH3:26][O:27][c:28]1[cH:29][c:30]([CH2:31][Br:32])[cH:33][cH:34][c:35]1[O:36][CH3:37].[CH:1]([CH3:2])([CH3:3])[Si:4]([CH:5]([CH3:6])[CH3:7])([CH:8]([CH3:9])[CH3:10])[O:11][CH2:12][CH:13]([CH2:14][NH:15][C:16](=[O:17])[O:18][C:19]([CH3:20])([CH3:21])[CH3:22])[OH:23].[H-:25].[Na+:24]>>[CH:1]([CH3:2])([CH3:3])[Si:4]([CH:5]([CH3:6])[CH3:7])([CH:8]([CH3:9])[CH3:10])[O:11][CH2:12][CH:13]([CH2:14][NH:15][C:16](=[O:17])[O:18][C:19]([CH3:20])([CH3:21])[CH3:22])[O:23][CH2:31][c:30]1[cH:29][c:28]([O:27][CH3:26])[c:35]([O:36][CH3:37])[cH:34][cH:33]1. Yields the product O=Cc1cc2c(cn1)OCCC2. Reactants: ClC(Cl)Cl, OCc1cc2c(cn1)OCCC2. Reaction SMILES: [CH:13]([Cl:14])([Cl:15])[Cl:16].[O:1]1[CH2:2][CH2:3][CH2:4][c:5]2[c:6]1[cH:7][n:8][c:9]([CH2:11][OH:12])[cH:10]2>>[O:1]1[CH2:2][CH2:3][CH2:4][c:5]2[c:6]1[cH:7][n:8][c:9]([CH:11]=[O:12])[cH:10]2. The reactants are FC(C1=CC=C(C=C1)C1=CC=C(S1)C=O)(F)F (5-(4-Trifluoromethyl-phenyl)-thiophene-2-carbaldehyde), [Li+].[BH4-] (LiBH4). The solvent is C1CCOC1 (THF). Reaction conditions: time 15 minute. Product: FC(C1=CC=C(C=C1)C1=CC=C(S1)CO)(F)F ([5-(4-Trifluoromethyl-phenyl)-thiophen-2-yl]-methanol). Reaction SMILES: [F:1][C:2]([F:17])([F:16])[C:3]1[CH:8]=[CH:7][C:6]([C:9]2[S:13][C:12]([CH:14]=[O:15])=[CH:11][CH:10]=2)=[CH:5][CH:4]=1.[Li+].[BH4-]>C1COCC1>[F:16][C:2]([F:1])([F:17])[C:3]1[CH:4]=[CH:5][C:6]([C:9]2[S:13][C:12]([CH2:14][OH:15])=[CH:11][CH:10]=2)=[CH:7][CH:8]=1 |f:1.2|. Procedure details: To a solution of 5-(4-Trifluoromethyl-phenyl)-thiophene-2-carbaldehyde (3.02 g, 11.8 mmole) in THF (100 mL), is added to LiBH4 (1.75 g, 80.24 mmole) in one portion at 0° C. The reaction is kept at 0° C. for 15 minutes and warmed up to room temperature for 1 hour. The reaction is quenched using 5N HCl (100 mL) at 0° C. The THF is removed on rota vapor, the aqueous solution is then extracted with ethyl acetate (2×100 mL). The combined organic solution is washed with brine (3×200 mL), dried over Na... Reactants: OC=1C=C(N)C=CC1OC (3-Hydroxy-4-methoxyaniline), C(C)OC=C(C(=O)OCC)C(=O)OCC (diethyl ethoxymethylenemalonate), C([O-])([O-])=O.[K+].[K+] (potassium carbonate), C(C)I (ethyl iodide). Solvent: CN(C=O)C (Dimethylformamide). Conditions: time 20 hour. Product: C(C)OC=1C=C(NC=C(C(=O)OCC)C(=O)OCC)C=CC1OC (diethyl (3-ethoxy-4-methoxyanilino)methylenemalonate). Reaction SMILES: [OH:1][C:2]1[CH:3]=[C:4]([CH:6]=[CH:7][C:8]=1[O:9][CH3:10])[NH2:5].C(O[CH:14]=[C:15]([C:21]([O:23][CH2:24][CH3:25])=[O:22])[C:16]([O:18][CH2:19][CH3:20])=[O:17])C.C(=O)([O-])[O-].[K+].[K+].[CH2:32](I)[CH3:33]>CN(C)C=O>[CH2:32]([O:1][C:2]1[CH:3]=[C:4]([CH:6]=[CH:7][C:8]=1[O:9][CH3:10])[NH:5][CH:14]=[C:15]([C:16]([O:18][CH2:19][CH3:20])=[O:17])[C:21]([O:23][CH2:24][CH3:25])=[O:22])[CH3:33] |f:2.3.4|. Procedure details: 3-Hydroxy-4-methoxyaniline (0.64 g) and diethyl ethoxymethylenemalonate (1.20 g) were stirred at 115° for 30 minutes. Dimethylformamide (9.6 ml), potassium carbonate (960 mg) and ethyl iodide (0.44 ml) were added to the mixture, and the whole mixture was stirred at room temperature for 20 hours. The precipitate was removed by filtration, and the filtrate was concentrated and purified by silica gel column chromatography (Wako Gel C-200, 25 g) to give diethyl (3-ethoxy-4-methoxyanilino)methylenema... The reactants are C(C)N1C=NC(C=2NC(=NC12)CC)=S (3,8-diethyl-6-thiohypoxanthine), N1CCOCC1 (morpholine). Yields the product C(C)N1C=NC(=C2N=C(N=C12)CC)N1CCOCC1 (3,8-diethyl-6-morpholino-3H-purine). RXN SMILES: [CH2:1]([N:3]1[C:11]2[N:10]=[C:9]([CH2:12][CH3:13])[NH:8][C:7]=2[C:6](=S)[N:5]=[CH:4]1)[CH3:2].[NH:15]1[CH2:20][CH2:19][O:18][CH2:17][CH2:16]1>>[CH2:1]([N:3]1[C:11]2[C:7]([N:8]=[C:9]([CH2:12][CH3:13])[N:10]=2)=[C:6]([N:15]2[CH2:20][CH2:19][O:18][CH2:17][CH2:16]2)[N:5]=[CH:4]1)[CH3:2]. Reported procedure: The product of stage (ii) (52 mg) in 5 ml of morpholine was refluxed for 21 hrs. Evaporation in vacuo gave 65 mg of crude 3,8-diethyl-6-morpholino-3H-purine.